From a dataset of the Open Reaction Database (ORD), a public repository of structured organic reaction records. describe an organic reaction: reactants, conditions, products, and yield Reactants: CN(C1C(C2=C(NC(C1=C)=O)C=CC(=C2)OC)=O)C (4-dimethylamino-methylene-7-methoxy-3,4-dihydro-1H-benzo[b]azepine-2,5-dione), FC1=CC2=C(NC(CCC2=O)=O)C=C1 (7-fluoro-3,4-dihydro-1H-benzo[b]azepine-2,5-dione). Product: CN(C)C=C1C(C2=C(NC(C1)=O)C=CC(=C2)F)=O (4-Dimethylaminomethylene-7-fluoro-3,4-dihydro-1H-benzo[b]azepine-2,5-dione). RXN SMILES: [CH3:1][N:2]([CH3:19])[CH:3]1C(=C)C(=O)NC2C=CC(OC)=CC=2C1=O.[F:20][C:21]1[CH:33]=[CH:32][C:24]2[NH:25][C:26](=[O:31])[CH2:27][CH2:28][C:29](=[O:30])[C:23]=2[CH:22]=1>>[CH3:1][N:2]([CH:19]=[C:28]1[CH2:27][C:26](=[O:31])[NH:25][C:24]2[CH:32]=[CH:33][C:21]([F:20])=[CH:22][C:23]=2[C:29]1=[O:30])[CH3:3]. Reported procedure: In a manner similar to that described above for 4-dimethylamino-methylene-7-methoxy-3,4-dihydro-1H-benzo[b]azepine-2,5-dione, 7-fluoro-3,4-dihydro-1H-benzo[b]azepine-2,5-dione (iv-f) was converted to v-f (85%): MS m/z=249 (M+H). Reactants: ClC1=CC=C(C=C1)C=1SC(=CN1)C=O (2-(4-Chloro-phenyl)-thiazole-5-carbaldehyde), C[Mg]Cl (methyl magnesium chloride). The solvent is C1CCOC1 (THF). Reaction conditions: time 2 hour. Yields the product ClC1=CC=C(C=C1)C=1SC(=CN1)C(C)O (1-[2-(4-Chloro-phenyl)-thiazol-5-yl]-ethanol). Yield: 88.7%. As a reaction SMILES: [Cl:1][C:2]1[CH:7]=[CH:6][C:5]([C:8]2[S:9][C:10]([CH:13]=[O:14])=[CH:11][N:12]=2)=[CH:4][CH:3]=1.[CH3:15][Mg]Cl>C1COCC1>[Cl:1][C:2]1[CH:3]=[CH:4][C:5]([C:8]2[S:9][C:10]([CH:13]([OH:14])[CH3:15])=[CH:11][N:12]=2)=[CH:6][CH:7]=1. Procedure: To a solution of 2-(4-Chloro-phenyl)-thiazole-5-carbaldehyde (4.95 g, 22.14 mmol) in THF (65 ml) at 0° C. under an atmosphere of nitrogen was added methyl magnesium chloride (3M in THF; 8.11 ml, 24.35 mmol) dropwise over a period of 5 minutes. The reaction was then allowed to warm to room temperature and stirred for a further 2 hours. The reaction was quenched with saturated aqueous ammonium chloride solution (100 ml) and stirred for 5 minutes, before the methanol is removed under reduced pressu... The reactants are C1(=CC=CC=C1)CCS(=O)(=O)N1CCC(CC1)CN (C-[1-(2-phenyl-ethanesulfonyl)-piperidin-4-yl]-methylamine), ClC1=C2N=CN(C2=NC=N1)C (6-chloro-9-methyl-9H-purine), ClC1=C2N=CN(C2=NC=N1)C (6-chloro-9-methyl-9H-purine). Yields the product CN1C2=NC=NC(=C2N=C1)NCC1CCN(CC1)S(=O)(=O)CCC1=CC=CC=C1 ((9-Methyl-9H-purin-6-yl)-[1-(2-phenyl-ethanesulfonyl)-piperidin-4-ylmethyl]-amine). As a reaction SMILES: [C:1]1([CH2:7][CH2:8][S:9]([N:12]2[CH2:17][CH2:16][CH:15]([CH2:18][NH2:19])[CH2:14][CH2:13]2)(=[O:11])=[O:10])[CH:6]=[CH:5][CH:4]=[CH:3][CH:2]=1.Cl[C:21]1[N:29]=[CH:28][N:27]=[C:26]2[C:22]=1[N:23]=[CH:24][N:25]2[CH3:30]>>[CH3:30][N:25]1[CH:24]=[N:23][C:22]2[C:26]1=[N:27][CH:28]=[N:29][C:21]=2[NH:19][CH2:18][CH:15]1[CH2:14][CH2:13][N:12]([S:9]([CH2:8][CH2:7][C:1]2[CH:6]=[CH:5][CH:4]=[CH:3][CH:2]=2)(=[O:10])=[O:11])[CH2:17][CH2:16]1. Procedure: EXAMPLE 84 was prepared from C-[1-(2-phenyl-ethanesulfonyl)-piperidin-4-yl]-methylamine and 6-chloro-9-methyl-9H-purine (6-chloro-9-methyl-9H-purine prepared according to G. B. Eilon, J. Org. Chem., 27:2478–2491(1962): Reactants: O=C(C(Cl)Cl)C(Cl)(Cl)Cl, OC(C(F)F)(C(F)F)C(F)(F)F. The product is O=C(C(F)F)C(F)(F)F. RXN SMILES: [Cl:13][C:14]([Cl:15])([Cl:16])[C:17](=[O:18])[CH:19]([Cl:20])[Cl:21].[F:1][CH:2]([C:3]([C:4]([F:5])([F:6])[F:7])([CH:8]([F:9])[F:10])[OH:11])[F:12]>>[F:1][CH:2]([C:3]([C:4]([F:5])([F:6])[F:7])=[O:11])[F:12]. Starting materials: C(C1=CC=CC=C1)(C1=CC=CC=C1)OC(=O)CON=C(C(=O)NC1[C@@H]2N(C(=C(CS2)C=C)C(=O)OC(C2=CC=CC=C2)C2=CC=CC=C2)C1=O)C=1N=C(SC1)NC=O (benzhydryl 7-[2-benzhydryloxycarbonylmethoxyimino-2-(2-formamidothiazol-4-yl)acetamido]-3-vinyl-3-cephem-4-carboxylate), Cl (hydrochloric acid), C([O-])(O)=O.[Na+] (sodium bicarbonate), ice water. Run in CO (methanol), O1CCCC1 (tetrahydrofuran). Conditions: temperature 30 celsius. Yields the product C(C1=CC=CC=C1)(C1=CC=CC=C1)OC(=O)CON=C(C(=O)NC1[C@@H]2N(C(=C(CS2)C=C)C(=O)OC(C2=CC=CC=C2)C2=CC=CC=C2)C1=O)C=1N=C(SC1)N (benzhydryl 7-[2-benzhydryloxycarbonylmethoxyimino-2-(2-aminothiazol-4-yl)acetamido]-3-vinyl-3-cephem-4-carboxylate). The yield is 90.1%. RXN SMILES: [CH:1]([O:14][C:15]([CH2:17][O:18][N:19]=[C:20]([C:51]1[N:52]=[C:53]([NH:56]C=O)[S:54][CH:55]=1)[C:21]([NH:23][CH:24]1[C:49](=[O:50])[N:26]2[C:27]([C:33]([O:35][CH:36]([C:43]3[CH:48]=[CH:47][CH:46]=[CH:45][CH:44]=3)[C:37]3[CH:42]=[CH:41][CH:40]=[CH:39][CH:38]=3)=[O:34])=[C:28]([CH:31]=[CH2:32])[CH2:29][S:30][C@H:25]12)=[O:22])=[O:16])([C:8]1[CH:13]=[CH:12][CH:11]=[CH:10][CH:9]=1)[C:2]1[CH:7]=[CH:6][CH:5]=[CH:4][CH:3]=1.Cl.C(=O)(O)[O-].[Na+]>CO.O1CCCC1>[CH:1]([O:14][C:15]([CH2:17][O:18][N:19]=[C:20]([C:51]1[N:52]=[C:53]([NH2:56])[S:54][CH:55]=1)[C:21]([NH:23][CH:24]1[C:49](=[O:50])[N:26]2[C:27]([C:33]([O:35][CH:36]([C:37]3[CH:42]=[CH:41][CH:40]=[CH:39][CH:38]=3)[C:43]3[CH:48]=[CH:47][CH:46]=[CH:45][CH:44]=3)=[O:34])=[C:28]([CH:31]=[CH2:32])[CH2:29][S:30][C@H:25]12)=[O:22])=[O:16])([C:2]1[CH:7]=[CH:6][CH:5]=[CH:4][CH:3]=1)[C:8]1[CH:13]=[CH:12][CH:11]=[CH:10][CH:9]=1 |f:2.3|. Reported procedure: To a stirred solution of benzhydryl 7-[2-benzhydryloxycarbonylmethoxyimino-2-(2-formamidothiazol-4-yl)acetamido]-3-vinyl-3-cephem-4-carboxylate (syn isomer) (8.14 g) in methanol (50 ml) and tetrahydrofuran (10 ml) was added 35% hydrochloric acid (2.3 ml). After stirring at 30° C. for an hour, the reaction mixture was poured into ice-water and then adjusted to pH 3.5 with a saturated aqueous sodium bicarbonate. The precipitates were collected by filtration and then dried to give benzhydryl 7-[2-b...